This data is from the Open Reaction Database (ORD), a public repository of structured organic reaction records. The task is: describe an organic reaction: reactants, conditions, products, and yield Reactants: C1OC=2C=C(C=CC2O1)CC(=O)O (3,4-methylenedioxyphenylacetic acid), S(=O)(Cl)Cl (thionyl chloride). The solvent is C(Cl)(Cl)Cl (chloroform). Yields the product C1OC=2C=C(C=CC2O1)CC(=O)Cl (3,4-methylenedioxyphenylacetyl chloride). Reaction SMILES: [CH2:1]1[O:9][C:8]2[CH:7]=[CH:6][C:5]([CH2:10][C:11]([OH:13])=O)=[CH:4][C:3]=2[O:2]1.S(Cl)([Cl:16])=O>C(Cl)(Cl)Cl>[CH2:1]1[O:9][C:8]2[CH:7]=[CH:6][C:5]([CH2:10][C:11]([Cl:16])=[O:13])=[CH:4][C:3]=2[O:2]1. Procedure details: To a suspension of 3,4-methylenedioxyphenylacetic acid (569 mg, 3.16 mmol) in chloroform (6 ml) was added thionyl chloride (1.2 ml). The mixture was refluxed for about 3 hours, and was evaporated. Toluene was added to the residue and the mixture was evaporated to remove the excess of thionyl chloride. To the residue was added dichloromethane (3 ml) to give a dichloromethane solution of 3,4-methylenedioxyphenylacetyl chloride. To an ice-cold mixture of 2-amino-4-(4-piperidinyl)quinazoline (600 mg... The reactants are CC(C)(C)OC(=O)N1CCc2[nH]nc(-c3ccc(Cl)cc3)c2CC1, CCCCP(=CC#N)(CCCC)CCCC, COc1ccc(CCl)c(C)c1, Cc1ccccc1. Yields the product COc1ccc(Cn2nc(-c3ccc(Cl)cc3)c3c2CCN(C(=O)OC(C)(C)C)CC3)c(C)c1. Reaction SMILES: [C:1]([CH3:2])([CH3:3])([CH3:4])[O:5][C:6](=[O:7])[N:8]1[CH2:9][CH2:10][c:11]2[c:12](-[c:18]3[cH:19][cH:20][c:21]([Cl:24])[cH:22][cH:23]3)[n:13][nH:14][c:15]2[CH2:16][CH2:17]1.[C:36]([CH:37]=[P:38]([CH2:39][CH2:40][CH2:41][CH3:42])([CH2:43][CH2:44][CH2:45][CH3:46])[CH2:47][CH2:48][CH2:49][CH3:50])#[N:51].[CH3:25][O:26][c:27]1[cH:28][c:29]([CH3:35])[c:30]([CH2:31][Cl:32])[cH:33][cH:34]1.[CH3:52][c:53]1[cH:54][cH:55][cH:56][cH:57][cH:58]1>>[C:1]([CH3:2])([CH3:3])([CH3:4])[O:5][C:6](=[O:7])[N:8]1[CH2:9][CH2:10][c:11]2[c:12](-[c:18]3[cH:19][cH:20][c:21]([Cl:24])[cH:22][cH:23]3)[n:13][n:14]([CH2:31][c:30]3[c:29]([CH3:35])[cH:28][c:27]([O:26][CH3:25])[cH:34][cH:33]3)[c:15]2[CH2:16][CH2:17]1. The reactants are BrC1=CC=C(C=C1)C(C\C(=N/O)\C=1C=CC(N(C1)C)=O)C1=C(C=CC=C1)Cl (5-{3-(4-Bromo-phenyl)-3-(2-chloro-phenyl)-1-[(E)-hydroxyimino]-propyl}-1-methyl-1H-pyridin-2-one), FC=1C=C(C=CC1C(=O)OC)B(O)O (3-fluoro-4-methoxycarbonylphenylboronic acid), O (water), C([O-])([O-])=O.[Na+].[Na+] (sodium carbonate). Reagents/catalysts: [CH-]1C=CC(=C1)P(C2=CC=CC=C2)C3=CC=CC=C3.[CH-]1C=CC(=C1)P(C2=CC=CC=C2)C3=CC=CC=C3.Cl[Pd]Cl.[Fe+2] (dichloro(1,1′-bis(diphenylphosphino)ferrocene)palladium(II) dichloromethane adduct). Solvent: O1CCOCC1 (1,4-dioxane). Yields the product COC(=O)C1=C(C=C(C=C1)C1=CC=C(C=C1)C(C\C(\C1=CN(C(C=C1)=O)C)=N/O)C1=C(C=CC=C1)Cl)F (4′-[1-(2-Chloro-phenyl)-3-[(E)-hydroxyimino]-3-(1-methyl-6-oxo-1,6-dihydro-pyridin-3-yl)-propyl]-3-fluoro-biphenyl-4-carboxylic acid methyl ester). As a reaction SMILES: Br[C:2]1[CH:7]=[CH:6][C:5]([CH:8]([C:21]2[CH:26]=[CH:25][CH:24]=[CH:23][C:22]=2[Cl:27])[CH2:9]/[C:10](/[C:13]2[CH:14]=[CH:15][C:16](=[O:20])[N:17]([CH3:19])[CH:18]=2)=[N:11]\[OH:12])=[CH:4][CH:3]=1.[F:28][C:29]1[CH:30]=[C:31](B(O)O)[CH:32]=[CH:33][C:34]=1[C:35]([O:37][CH3:38])=[O:36].O.C(=O)([O-])[O-].[Na+].[Na+]>O1CCOCC1.[CH-]1C=C(P(C2C=CC=CC=2)C2C=CC=CC=2)C=C1.[CH-]1C=C(P(C2C=CC=CC=2)C2C=CC=CC=2)C=C1.Cl[Pd]Cl.[Fe+2]>[CH3:38][O:37][C:35]([C:34]1[CH:33]=[CH:32][C:31]([C:2]2[CH:7]=[CH:6][C:5]([CH:8]([C:21]3[CH:26]=[CH:25][CH:24]=[CH:23][C:22]=3[Cl:27])[CH2:9]/[C:10](=[N:11]\[OH:12])/[C:13]3[CH:14]=[CH:15][C:16](=[O:20])[N:17]([CH3:19])[CH:18]=3)=[CH:4][CH:3]=2)=[CH:30][C:29]=1[F:28])=[O:36] |f:3.4.5,7.8.9.10|. Reported procedure: In analogy to example 166, step 1, 5-{3-(4-bromo-phenyl)-3-(2-chloro-phenyl)-1-[(E)-hydroxyimino]-propyl}-1-methyl-1H-pyridin-2-one (example 203, step 4) was reacted with 3-fluoro-4-methoxycarbonylphenylboronic acid in the presence of dichloro(1,1′-bis(diphenylphosphino)ferrocene)palladium(II) dichloromethane adduct in a mixture of 1,4-dioxane, water and 2 M aqueous sodium carbonate solution to give the title compound as a colorless foam, MS (ESI+): m/z=519.2 [M+H]+. Reactants: OCCN1C(CCCC1(C)C)(C)C (1-(2-hydroxyethyl)-2,2,6,6-tetramethylpiperidine), O1C(COCCN2C(CCCC2(C)C)(C)C)C1 (1-(5,6-epoxy-3-oxahexyl)-2,2,6,6-tetramethylpiperidine). Yields the product C(C1CO1)OCC1CO1 (glycidyl ether). As a reaction SMILES: [OH:1][CH2:2]CN1C(C)(C)CCCC1(C)C.[O:14]1[CH2:30][CH:15]1[CH2:16][O:17][CH2:18][CH2:19]N1C(C)(C)CCCC1(C)C>>[CH2:18]([O:17][CH2:16][CH:15]1[O:14][CH2:30]1)[CH:19]1[O:1][CH2:2]1. Procedure: From 1-(2-hydroxyethyl)-2,2,6,6-tetramethylpiperidine: 1-(5,6-epoxy-3-oxahexyl)-2,2,6,6-tetramethylpiperidine, boiling point 88°-90° C. The reactants are C[O-].[Na+] (sodium methoxide), [N+](=O)([O-])C1=CC(=C(C=C1C=NO)OC)OC (6-Nitroveratraldoxime), C(C1=CC=CC=C1)Cl (benzyl chloride). Solvent: CN(C=O)C (dimethylformamide). Run at time 4 hour. Yields the product C(C1=CC=CC=C1)C1=C(C=NO)C(=CC(=C1OC)OC)[N+](=O)[O-] (o-benzyl-6-nitroveratraldoxime). Reaction SMILES: [N+:1]([C:4]1[C:9]([CH:10]=[N:11][OH:12])=[CH:8][C:7]([O:13][CH3:14])=[C:6]([O:15][CH3:16])[CH:5]=1)([O-:3])=[O:2].C[O-].[Na+].[CH2:20](Cl)[C:21]1[CH:26]=[CH:25][CH:24]=[CH:23][CH:22]=1>CN(C)C=O>[CH2:20]([C:8]1[C:7]([O:13][CH3:14])=[C:6]([O:15][CH3:16])[CH:5]=[C:4]([N+:1]([O-:3])=[O:2])[C:9]=1[CH:10]=[N:11][OH:12])[C:21]1[CH:26]=[CH:25][CH:24]=[CH:23][CH:22]=1 |f:1.2|. Procedure: 6-Nitroveratraldoxime (113 g, 0.5 mole) was dissolved in 2500 ml of dimethylformamide. To this solution was added sodium methoxide (27 g, 0.5 mole). The suspension was treated with benzyl chloride (63 g, 0.5 mole) and stirring was continued for an additional 4 hr. The orange suspension was diluted with 3 l. of water and the solid was filtered, m.p. 109°-113°, yield: 110 g (78%). A small amount of the material was recrystallized from toluene to give an analytical sample melting at 116°-117°. The reactants are C(C)C=1C(=NC=C(C(=O)O)C1)CC (5,6-diethyl-nicotinic acid), C(C)(C)(C)OC(C1=CN=C(C(=C1)Cl)C=C)=O (5-chloro-6-vinyl-nicotinic acid tert.-butyl ester). Product: C(C)C1=NC=C(C(=O)O)C=C1CC(C)C (6-Ethyl-5-isobutyl-nicotinic acid). As a reaction SMILES: [CH2:1]([C:3]1[C:4](CC)=NC=C([CH:11]=1)C(O)=O)C.C([O:18][C:19](=[O:29])[C:20]1[CH:25]=[C:24](Cl)[C:23]([CH:27]=[CH2:28])=[N:22][CH:21]=1)(C)(C)C>>[CH2:27]([C:23]1[C:24]([CH2:1][CH:3]([CH3:4])[CH3:11])=[CH:25][C:20]([C:19]([OH:18])=[O:29])=[CH:21][N:22]=1)[CH3:28]. Procedure: 6-Ethyl-5-isobutyl-nicotinic acid is prepared in analogy to 5,6-diethyl-nicotinic acid from 5-chloro-6-vinyl-nicotinic acid tert.-butyl ester and 2,4,6-tri-(2-methyl-propenyl)-cycloboroxane pyridine complex (prepared in analogy to a procedure given by F. Kerins, D. F. O'Shea, J. Org. Chem. 67 (2002) 4968-4971); LC-MS: tR=0.64 min, [M+1]+=207.98. The reactants are C(C)(=O)O[BH-](OC(C)=O)OC(C)=O.[Na+] (sodium triacetoxyborohydride), CN(C(=O)[C@H]1CN2C(C([C@H]1CC2)=O)C(C2=CC=CC=C2)C2=CC=CC=C2)C ((3R*,4S*) N,N-Dimethyl-6-diphenylmethyl-5-oxo-1-azabicyclo[2.2.2]octane-3-carboxamide), COC1=C(CN)C=C(C=C1)OC (2,5-dimethoxybenzyl amine), O (water). Solvent: C(C)(=O)O (acetic acid), C1(=CC=CC=C1)C (toluene). Reaction conditions: time 4 hour. Yields the product CN(C(=O)[C@H]1CN2[C@H]([C@H]([C@H]1CC2)NCC2=C(C=CC(=C2)OC)OC)C(C2=CC=CC=C2)C2=CC=CC=C2)C ((3R*,4S*,5S*,6S*)-N,N-Dimethyl-5-(2,5-dimethoxybenzylamino)-6-diphenylmethyl-1-azabicyclo[2.2.2]octane-3-carboxamide). Yield: 44.0%. As a reaction SMILES: [CH3:1][N:2]([CH3:27])[C:3]([C@@H:5]1[C@@H:10]2[CH2:11][CH2:12][N:7]([CH:8]([CH:14]([C:21]3[CH:26]=[CH:25][CH:24]=[CH:23][CH:22]=3)[C:15]3[CH:20]=[CH:19][CH:18]=[CH:17][CH:16]=3)[C:9]2=O)[CH2:6]1)=[O:4].[CH3:28][O:29][C:30]1[CH:37]=[CH:36][C:35]([O:38][CH3:39])=[CH:34][C:31]=1[CH2:32][NH2:33].O.C(O[BH-](OC(=O)C)OC(=O)C)(=O)C.[Na+]>C1(C)C=CC=CC=1.C(O)(=O)C>[CH3:1][N:2]([CH3:27])[C:3]([C@@H:5]1[C@@H:10]2[CH2:11][CH2:12][N:7]([C@@H:8]([CH:14]([C:15]3[CH:16]=[CH:17][CH:18]=[CH:19][CH:20]=3)[C:21]3[CH:22]=[CH:23][CH:24]=[CH:25][CH:26]=3)[C@H:9]2[NH:33][CH2:32][C:31]2[CH:34]=[C:35]([O:38][CH3:39])[CH:36]=[CH:37][C:30]=2[O:29][CH3:28])[CH2:6]1)=[O:4] |f:3.4|. Procedure details: A mixture of 47 (3.9 g, 10 mmol), 2,5-dimethoxybenzyl amine (1.9 g, 11 mmol) camphor sulfonic acid (120 mg) in toluene (40 ml) was heated at reflux with removal of water for 8 hours and then the solvent was removed. The residue was dissolved in small amount of THF (5 ml) and this solution was added to a solution of sodium triacetoxyborohydride (5.3 g, 25 mmol) in acetic acid (100 ml) at room temperature. The mixture was stirred at room temperature for 4 hours and the solvent was removed. Water (... Yields the product CC=1C(=CC=C2C=CC=NC12)N=C=S (8-methyl-7-quinolinylisothiocyanate). The reagents and catalysts are CN(C1=CC=NC=C1)C (4-dimethylaminopyridine). Solvent: C(Cl)Cl (CH2Cl2), C(Cl)Cl (CH2Cl2). Procedure: To a solution of di-2-pyridyl thionocarbonate (DPT) (2.29 g) (Aldrich) and 4-dimethylaminopyridine (DMAP)(0.02 g) in CH2Cl2 (50 mL) is added dropwise a solution of 7-amino-8-methylquinoline (1.3 g) in CH2Cl2 (50 mL). The mixture is stirred for 5 hours at room temperature then rotary evaporated. The residue is purified by flash chromatography on silica gel, eluting with 25% ethyl acetate/hexane to afford 8-methyl-7-quinolinylisothiocyanate as a pale yellow solid. Reactants: C1=CC=NC(=C1)OC(=S)OC2=CC=CC=N2 (di-2-pyridyl thionocarbonate), NC1=CC=C2C=CC=NC2=C1C (7-amino-8-methylquinoline). Conditions: time 5 hour. Reaction SMILES: C1C=C(O[C:8](OC2N=CC=CC=2)=[S:9])N=CC=1.[NH2:17][C:18]1[C:27]([CH3:28])=[C:26]2[C:21]([CH:22]=[CH:23][CH:24]=[N:25]2)=[CH:20][CH:19]=1>CN(C)C1C=CN=CC=1.C(Cl)Cl>[CH3:28][C:27]1[C:18]([N:17]=[C:8]=[S:9])=[CH:19][CH:20]=[C:21]2[C:26]=1[N:25]=[CH:24][CH:23]=[CH:22]2. Reactants: OC1=CC=C2C(C(=COC2=C1)C(=O)O)=O (7-hydroxychromone-3-carboxylic acid), S(=O)(Cl)Cl (thionyl chloride). Yields the product OC1=CC=C2C(C(=COC2=C1)C(=O)Cl)=O (7-hydroxychromone-3-carbonyl chloride). As a reaction SMILES: [OH:1][C:2]1[CH:11]=[C:10]2[C:5]([C:6](=[O:15])[C:7]([C:12](O)=[O:13])=[CH:8][O:9]2)=[CH:4][CH:3]=1.S(Cl)([Cl:18])=O>>[OH:1][C:2]1[CH:11]=[C:10]2[C:5]([C:6](=[O:15])[C:7]([C:12]([Cl:18])=[O:13])=[CH:8][O:9]2)=[CH:4][CH:3]=1. Procedure details: In accordance with the procedure described in Example 5-a), 7-hydroxychromone-3-carboxylic acid (206 mg, 1 mmol) was treated with thionyl chloride (0.3 ml, 4.1 mmol) to obtain 7-hydroxychromone-3-carbonyl chloride. The reactants are CC1CCOC=2C=CC=C(C12)O (4-methylchroman-5-ol), CC1CCOC=2C=CC=C(C12)O (4-methylchroman-5-ol), C(=O)([O-])[O-].[K+].[K+] (K2CO3), ClC1=NC=C(C=C1)[N+](=O)[O-] (2-chloro-5-nitropyridine). Run in CN(C=O)C (N,N-dimethylformamide). Conditions: temperature 110 celsius. The product is CC1CCOC2=CC=CC(=C12)OC1=NC=C(C=C1)[N+](=O)[O-] (2-(4-methylchroman-5-yl)oxy-5-nitro-pyridine). The yield is 37.7%. RXN SMILES: [CH3:1][CH:2]1[C:11]2[C:10]([OH:12])=[CH:9][CH:8]=[CH:7][C:6]=2[O:5][CH2:4][CH2:3]1.C([O-])([O-])=O.[K+].[K+].Cl[C:20]1[CH:25]=[CH:24][C:23]([N+:26]([O-:28])=[O:27])=[CH:22][N:21]=1>CN(C)C=O>[CH3:1][CH:2]1[C:11]2[C:6](=[CH:7][CH:8]=[CH:9][C:10]=2[O:12][C:20]2[CH:25]=[CH:24][C:23]([N+:26]([O-:28])=[O:27])=[CH:22][N:21]=2)[O:5][CH2:4][CH2:3]1 |f:1.2.3|. Procedure details: In a 0.5-2 ml Microwave vial 4-methylchroman-5-ol (Intermediate 211, 38.7 mg, 0.212 mmol) K2CO3 (88 mg, 0.636 mmol) and 2-chloro-5-nitropyridine (33.6 mg, 0.212 mmol) were dissolved in N,N-dimethylformamide (DMF) (2 mL) to give a light brown solution. The reaction vessel was sealed and heated under microwave irradiation at 110° C. for 1 hour. After cooling the reaction was quenched with 5 mL of water and diluted with 10 mL of ethyl acetate. Phases were separated by a separating funnel. The aqueo...